From a dataset of the Open Reaction Database (ORD), a public repository of structured organic reaction records. describe an organic reaction: reactants, conditions, products, and yield The reactants are O (water), C(C)OC(CCCBr)=O (ethyl4-bromobutyrate), [O-]CC.[Na+] (sodium ethoxide), C(CCCCC)C=1C=C2CCC(C2=CC1O)=O (5-hexyl-6-hydroxyindan-1-one). Solvent: C(C)O (ethanol), C(C)O (ethanol). Product: C(C)OC(CCCOC=1C=C2C(CCC2=CC1CCCCCC)=O)=O (ethyl4-(6-hexyl-3-oxoindan-5-yloxy)butyrate). As a reaction SMILES: [CH2:1]([O:3][C:4](=[O:9])[CH2:5][CH2:6][CH2:7]Br)[CH3:2].[O-]CC.[Na+].[CH2:14]([C:20]1[CH:21]=[C:22]2[C:26](=[CH:27][C:28]=1[OH:29])[C:25](=[O:30])[CH2:24][CH2:23]2)[CH2:15][CH2:16][CH2:17][CH2:18][CH3:19].O>C(O)C>[CH2:1]([O:3][C:4](=[O:9])[CH2:5][CH2:6][CH2:7][O:29][C:28]1[CH:27]=[C:26]2[C:22](=[CH:21][C:20]=1[CH2:14][CH2:15][CH2:16][CH2:17][CH2:18][CH3:19])[CH2:23][CH2:24][C:25]2=[O:30])[CH3:2] |f:1.2|. Reported procedure: 3.6 ml of ethyl4-bromobutyrate dissolved in 15 ml of ethanol are added to a mixture of sodium ethoxide (1.6 g, 0.0233 mol) and 5-hexyl-6-hydroxyindan-1-one (4.5 g, 0.0194 mol) in 45 ml of ethanol. The reaction medium is heated for 5 hours at reflux. The mixture is poured into water and extracted with ether. The organic phase is dried (Na2SO4) and the solvents are evaporated off (5.9 g; 60%). Reactants: C(C)(=O)OCC (Ethyl acetate), C(C)OC1=C(O[C@H]2CN(CCC2)C2=NC=C(C=N2)C(=O)NCC=2C=C(C(=O)OC)C=CC2)C=CC=C1 ((R)-methyl 3-((2-(3-(2-ethoxyphenoxy)piperidin-1-yl)pyrimidine-5-carboxamido)methyl)benzoate), [OH-].[Li+] (lithium hydroxide), O (water), O (Water). The solvent is C1CCOC1 (THF). Run at temperature 22.5 celsius, time 72 hour. Yields the product C(C)OC1=C(O[C@H]2CN(CCC2)C2=NC=C(C=N2)C(=O)NCC=2C=C(C(=O)O)C=CC2)C=CC=C1 ((R)-3-((2-(3-(2-ethoxyphenoxy)piperidin-1-yl)pyrimidine-5-carboxamido)methyl)benzoic acid). Isolated yield 92.6%. As a reaction SMILES: [CH2:1]([O:3][C:4]1[CH:36]=[CH:35][CH:34]=[CH:33][C:5]=1[O:6][C@@H:7]1[CH2:12][CH2:11][CH2:10][N:9]([C:13]2[N:18]=[CH:17][C:16]([C:19]([NH:21][CH2:22][C:23]3[CH:24]=[C:25]([CH:30]=[CH:31][CH:32]=3)[C:26]([O:28]C)=[O:27])=[O:20])=[CH:15][N:14]=2)[CH2:8]1)[CH3:2].[OH-].[Li+].O.C(OCC)(=O)C>C1COCC1>[CH2:1]([O:3][C:4]1[CH:36]=[CH:35][CH:34]=[CH:33][C:5]=1[O:6][C@@H:7]1[CH2:12][CH2:11][CH2:10][N:9]([C:13]2[N:14]=[CH:15][C:16]([C:19]([NH:21][CH2:22][C:23]3[CH:24]=[C:25]([CH:30]=[CH:31][CH:32]=3)[C:26]([OH:28])=[O:27])=[O:20])=[CH:17][N:18]=2)[CH2:8]1)[CH3:2] |f:1.2|. Procedure details: A solution of (R)-methyl 3-((2-(3-(2-ethoxyphenoxy)piperidin-1-yl)pyrimidine-5-carboxamido)methyl)benzoate (21.3 g, 43.5 mmol) in THF (100 mL) was cooled to 5° C. Aqueous 1.9M lithium hydroxide solution (50 mL, 96 mmol) was added via addition funnel, maintaining the temperature below 14° C., followed by a 30-mL water rinse of the addition funnel. The reaction mixture was warmed to 20-25° C. and was stirred at that temperature for 72 hours. The mixture was concentrated to remove THF, and then was... Starting materials: FC1=CC=C(C=C1)C=1OC2=C(C1C(NC)=O)C=C(C=C2)C=2C(=CC(=C(C(=O)O)C2)OC)C (5-(2-(4-fluorophenyl)-3-(methylcarbamoyl)benzofuran-5-yl)-2-methoxy-4-methylbenzoic acid), N1=C(N=CC=C1)C1(CC1)N (1-(pyrimidin-2-yl)cyclopropanamine), C=1C=CC2=C(C1)N=NN2O (HOBT), CCN=C=NCCCN(C)C.Cl (EDC.HCl), C(C)(C)N(CC)C(C)C (diisopropylehtylamine). The solvent is C(Cl)Cl (DCM). Reaction conditions: time 12 hour. Product: FC1=CC=C(C=C1)C=1OC2=C(C1C(=O)NC)C=C(C=C2)C2=C(C=C(C(=C2)C(NC2(CC2)C2=NC=CC=N2)=O)OC)C (2-(4-fluorophenyl)-5-(4-methoxy-2-methyl-5-(1-(pyrimidin-2-yl)cyclopropylcarbamoyl)phenyl)-N-methylbenzofuran-3-carboxamide). Reaction SMILES: [F:1][C:2]1[CH:7]=[CH:6][C:5]([C:8]2[O:9][C:10]3[CH:20]=[CH:19][C:18]([C:21]4[C:22]([CH3:32])=[CH:23][C:24]([O:30][CH3:31])=[C:25]([CH:29]=4)[C:26](O)=[O:27])=[CH:17][C:11]=3[C:12]=2[C:13](=[O:16])[NH:14][CH3:15])=[CH:4][CH:3]=1.[N:33]1[CH:38]=[CH:37][CH:36]=[N:35][C:34]=1[C:39]1([NH2:42])[CH2:41][CH2:40]1.C1C=CC2N(O)N=NC=2C=1.CCN=C=NCCCN(C)C.Cl.C(N(C(C)C)CC)(C)C>C(Cl)Cl>[F:1][C:2]1[CH:7]=[CH:6][C:5]([C:8]2[O:9][C:10]3[CH:20]=[CH:19][C:18]([C:21]4[CH:29]=[C:25]([C:26](=[O:27])[NH:42][C:39]5([C:34]6[N:35]=[CH:36][CH:37]=[CH:38][N:33]=6)[CH2:41][CH2:40]5)[C:24]([O:30][CH3:31])=[CH:23][C:22]=4[CH3:32])=[CH:17][C:11]=3[C:12]=2[C:13]([NH:14][CH3:15])=[O:16])=[CH:4][CH:3]=1 |f:3.4|. Reported procedure: To a mixture of 5-(2-(4-fluorophenyl)-3-(methylcarbamoyl)benzofuran-5-yl)-2-methoxy-4-methylbenzoic acid (0.2 g, 0.46 mmol, 1 eq), 1-(pyrimidin-2-yl)cyclopropanamine (0.074 g, 0.55 mmol, 1.2 eq), HOBT (0.105 g, 0.77 mmol, 1.7 eq), EDC.HCl (0.0.158 g, 0.82 mmol, 1.8 eq), in DCM at ambient temperature and under nitrogen atmosphere was added diisopropylehtylamine (0.297 g, 2.2 mmol, 5.0 eq). The clear mixture was stirred at ambient temperature for 12 h. The mixture was concentrated, diluted with wa...